This data is from the Open Reaction Database (ORD), a public repository of structured organic reaction records. The task is: describe an organic reaction: reactants, conditions, products, and yield Reactants: FC1=CC=C(C=O)C=C1 (4-fluorobenzaldehyde), ClC1=CC=C(CC2C(OC(OC2=O)(C)C)=O)C=C1 (5-(4-chlorobenzyl)-2,2-dimethyl-1,3-dioxane-4,6-dione), ClC1=CC=C(CC(C(=O)O)C(=O)O)C=C1 (2-(4-chlorobenzyl)malonic acid). Yields the product FC1=CC=C(CC2C(OC(OC2=O)(C)C)=O)C=C1 (5-(4-Fluorobenzyl)-2,2-dimethyl-1,3-dioxane-4,6-dione). Reaction SMILES: [F:1][C:2]1[CH:9]=[CH:8][C:5]([CH:6]=O)=[CH:4][CH:3]=1.ClC1C=CC(C[CH:16]2[C:21](=[O:22])[O:20][C:19]([CH3:24])([CH3:23])[O:18][C:17]2=[O:25])=CC=1.ClC1C=CC(CC(C(O)=O)C(O)=O)=CC=1>>[F:1][C:2]1[CH:9]=[CH:8][C:5]([CH2:6][CH:16]2[C:21](=[O:22])[O:20][C:19]([CH3:24])([CH3:23])[O:18][C:17]2=[O:25])=[CH:4][CH:3]=1. Procedure details: The title compound was prepared using 4-fluorobenzaldehyde in place of 4-chlorobenzaldehyde using the procedure described for the preparation of 5-(4-chlorobenzyl)-2,2-dimethyl-1,3-dioxane-4,6-dione (Intermediate 3: step a). The reactants are C(#C)C1=C(C=CC2=CC=CC=C12)C (1-ethynyl-2-methylnaphthalene), BrC1=C(C=CC2=CC=CC=C12)C (1-bromo-2-methylnaphthalene), BrC1=C(C=CC2=CC=CC=C12)SCC (1-bromo-2-ethylthionaphthalene). Product: C(#C)C1=C(C=CC2=CC=CC=C12)SCC (1-Ethynyl-2-ethylthionaphthalene). Reaction SMILES: [C:1]([C:3]1[C:12]2[C:7](=[CH:8][CH:9]=[CH:10][CH:11]=2)[CH:6]=[CH:5][C:4]=1C)#[CH:2].BrC1C2C(=CC=CC=2)C=CC=1C.Br[C:27]1C2C(=CC=CC=2)C=C[C:28]=1[S:37]CC>>[C:1]([C:3]1[C:12]2[C:7](=[CH:8][CH:9]=[CH:10][CH:11]=2)[CH:6]=[CH:5][C:4]=1[S:37][CH2:28][CH3:27])#[CH:2]. Procedure details: 1-Ethynyl-2-ethylthionaphthalene was prepared in a similar manner to 1-ethynyl-2-methylnaphthalene, except that 1-bromo-2-methylnaphthalene was replaced by 1-bromo-2-ethylthionaphthalene. Starting materials: OC1(CCNCC1)C1=CC=CC=C1 (4-hydroxy-4-phenylpiperidine), Cl (HCl), C(C1=CC=CC=C1)N1C(OCC(C1)(CCOS(=O)(=O)C)C1=CC(=C(C=C1)Cl)Cl)=O (3-Benzyl-5-(3,4-dichlorophenyl)-5-[2-(methanesul-fonyloxy)ethyl]tetrahydro-2H-1,3-oxazin-2-one), [I-].[K+] (potassium iodide). Run in CCOCC (ether), CN(C)C=O (DMF), C(Cl)Cl (DCM). The product is Cl.C(C1=CC=CC=C1)N1C(OCC(C1)(CCN1CCC(CC1)(C1=CC=CC=C1)O)C1=CC(=C(C=C1)Cl)Cl)=O (3-Benzyl-5-(3,4-dichlorophenyl)-5-[2-(4-hydroxy-4-phenylpiperid-1-yl)ethyl]tetrahydro-2H-1,3-oxazin-2-one hydrochloride). The yield is 73.9%. Reaction SMILES: [OH:1][C:2]1([C:8]2[CH:13]=[CH:12][CH:11]=[CH:10][CH:9]=2)[CH2:7][CH2:6][NH:5][CH2:4][CH2:3]1.[CH2:14]([N:21]1[CH2:26][C:25]([C:34]2[CH:39]=[CH:38][C:37]([Cl:40])=[C:36]([Cl:41])[CH:35]=2)([CH2:27][CH2:28]OS(C)(=O)=O)[CH2:24][O:23][C:22]1=[O:42])[C:15]1[CH:20]=[CH:19][CH:18]=[CH:17][CH:16]=1.[I-].[K+].Cl>CN(C=O)C.C(Cl)Cl.CCOCC>[ClH:40].[CH2:14]([N:21]1[CH2:26][C:25]([C:34]2[CH:39]=[CH:38][C:37]([Cl:40])=[C:36]([Cl:41])[CH:35]=2)([CH2:27][CH2:28][N:5]2[CH2:6][CH2:7][C:2]([OH:1])([C:8]3[CH:13]=[CH:12][CH:11]=[CH:10][CH:9]=3)[CH2:3][CH2:4]2)[CH2:24][O:23][C:22]1=[O:42])[C:15]1[CH:20]=[CH:19][CH:18]=[CH:17][CH:16]=1 |f:2.3,8.9|. Procedure: This compound is prepared by the procedure described in step D of EXAMPLE 1 from 1.32 g of 4-hydroxy-4-phenylpiperidine, 1.55 g of the compound obtained in step C of EXAMPLE 1 and 0.56 g of potassium iodide in 10 ml of DMF. The residue is chromatographed on silica H using DCM and then a DCM/MeOH mixture (96/4; v/v) as the eluent. The product obtained is dissolved in DCM and acidified to pH 1 by the addition of a saturated solution of gaseous HCl in ether and the solvents are evaporated off under...